Dataset: the Open Reaction Database (ORD), a public repository of structured organic reaction records. Task: describe an organic reaction: reactants, conditions, products, and yield Reactants: C=CCOCc1ccccc1, COCCOC, CCOCC, O=C(Cl)C(Cl)(Cl)Cl, [Cu+2], O=S(=O)([O-])[O-], O, [Zn]. Yields the product O=C1CC(COCc2ccccc2)C1(Cl)Cl. Reaction SMILES: [CH2:7]([c:8]1[cH:9][cH:10][cH:11][cH:12][cH:13]1)[O:14][CH2:15][CH:16]=[CH2:17].[CH3:1][O:2][CH2:3][CH2:4][O:5][CH3:6].[CH3:26][CH2:27][O:28][CH2:29][CH3:30].[Cl:18][C:19]([C:20](=[O:21])[Cl:23])([Cl:22])[Cl:24].[Cu+2:32].[O-:33][S:34](=[O:35])(=[O:36])[O-:37].[OH2:25].[Zn:31]>>[CH2:7]([c:8]1[cH:9][cH:10][cH:11][cH:12][cH:13]1)[O:14][CH2:15][CH:16]1[CH2:17][C:20](=[O:21])[C:19]1([Cl:18])[Cl:24]. Reactants: O=C([O-])O, Cl, Cl, N=C(N)c1c(N)cccc1F, [Na+], CCOC(=O)N1CC(=O)C1, CN(C)C=O. The product is CCOC(=O)N1CC2(C1)N=C(N)c1c(F)cccc1N2. RXN SMILES: [C:24](=[O:25])([OH:26])[O-:27].[ClH:11].[ClH:12].[NH2:13][c:14]1[c:15]([C:16](=[NH:17])[NH2:18])[c:19]([F:23])[cH:20][cH:21][cH:22]1.[Na+:28].[O:1]=[C:2]1[CH2:3][N:4]([C:6](=[O:7])[O:8][CH2:9][CH3:10])[CH2:5]1.[O:29]=[CH:30][N:31]([CH3:32])[CH3:33]>>[C:2]12([CH2:3][N:4]([C:6](=[O:7])[O:8][CH2:9][CH3:10])[CH2:5]1)[NH:13][c:14]1[c:15]([c:19]([F:23])[cH:20][cH:21][cH:22]1)[C:16]([NH2:18])=[N:17]2. Reactants: CC(C)CNC1CC(C(=O)N2CCOCC2)CN(C(=O)OC(C)(C)C)C1, CCN(C(C)C)C(C)C, O=C(Cl)c1cnc2ccsc2c1Cl, ClCCl, O. The product is CC(C)CN(C(=O)c1cnc2ccsc2c1Cl)C1CC(C(=O)N2CCOCC2)CN(C(=O)OC(C)(C)C)C1. As a reaction SMILES: [CH3:1][CH:2]([CH2:3][NH:4][CH:5]1[CH2:6][N:7]([C:19](=[O:20])[O:21][C:22]([CH3:23])([CH3:24])[CH3:25])[CH2:8][CH:9]([C:11](=[O:12])[N:13]2[CH2:14][CH2:15][O:16][CH2:17][CH2:18]2)[CH2:10]1)[CH3:26].[CH:27]([N:28]([CH:29]([CH3:30])[CH3:31])[CH2:32][CH3:33])([CH3:34])[CH3:35].[Cl:36][c:37]1[c:38]2[c:39]([n:40][cH:41][c:42]1[C:43](=[O:44])[Cl:45])[cH:46][cH:47][s:48]2.[Cl:50][CH2:51][Cl:52].[OH2:49]>>[CH3:1][CH:2]([CH2:3][N:4]([CH:5]1[CH2:6][N:7]([C:19](=[O:20])[O:21][C:22]([CH3:23])([CH3:24])[CH3:25])[CH2:8][CH:9]([C:11](=[O:12])[N:13]2[CH2:14][CH2:15][O:16][CH2:17][CH2:18]2)[CH2:10]1)[C:43]([c:42]1[c:37]([Cl:36])[c:38]2[c:39]([n:40][cH:41]1)[cH:46][cH:47][s:48]2)=[O:44])[CH3:26].